From a dataset of the Open Reaction Database (ORD), a public repository of structured organic reaction records. describe an organic reaction: reactants, conditions, products, and yield The reactants are CCN=C=NCCCN(C)C (EDCI), C1(CCCC1)[C@](C(=O)O)(C1=CC=CC=C1)O ((R)-cyclopentylhydroxyphenyl acetic acid), C(C)(C)(C)OC(=O)N1CCC(CC1)N (t-butoxycarbonyl-4-aminopiperidine), CCN(C(C)C)C(C)C (DIPEA), C=1C=CC2=C(C1)N=NN2O (HOBt). Solvent: C(Cl)Cl (DCM). Run at time 12 hour. Product: NC1CCN(CC1)C([C@@](C1=CC=CC=C1)(O)C1CCCC1)=O ((R)-1-(4-Aminopiperidin-1-yl)-2-cyclopentyl-2-hydroxy-2-phenylethanone). Isolated yield 66.7%. RXN SMILES: [CH:1]1([C@@:6]([OH:16])([C:10]2[CH:15]=[CH:14][CH:13]=[CH:12][CH:11]=2)[C:7]([OH:9])=O)[CH2:5][CH2:4][CH2:3][CH2:2]1.C(OC([N:24]1[CH2:29][CH2:28][CH:27]([NH2:30])[CH2:26][CH2:25]1)=O)(C)(C)C.CCN(C(C)C)C(C)C.C1C=CC2N(O)N=NC=2C=1.CCN=C=NCCCN(C)C>C(Cl)Cl>[NH2:30][CH:27]1[CH2:28][CH2:29][N:24]([C:7](=[O:9])[C@:6]([CH:1]2[CH2:2][CH2:3][CH2:4][CH2:5]2)([OH:16])[C:10]2[CH:15]=[CH:14][CH:13]=[CH:12][CH:11]=2)[CH2:25][CH2:26]1. Procedure details: To a stirred solution of (R)-cyclopentylhydroxyphenyl acetic acid (1.0 g, 4.54 mmol) in DCM (50 mL) was added t-butoxycarbonyl-4-aminopiperidine (0.9 g, 4.5 mmol). DIPEA (2.4 mL, 1.4 mmol) and HOBt (1.0 g, 6.8 mmol) were added to the mixture, followed by EDCI (1.0 g, 5.5 mmol). The mixture was stirred at room temperature for 12 hours. The mixture was then washed with 1N NaOH (50 mL), 1N HCl (50 mL), and then saturated aqueous NaCl (50 mL). The organic layer was dried over MgSO4 and filtered. The...